Dataset: the Open Reaction Database (ORD), a public repository of structured organic reaction records. Task: describe an organic reaction: reactants, conditions, products, and yield The reactants are C1(CCCCC1)=NO (cyclohexanone oxime), C1=CC=CCC1 (1,3-cyclohexadiene), C(C)(C)(C)OCl (tert.-butyl-hypochlorite). Run in C(Cl)Cl (methylene chloride), C(C)O (ethanol). Run at temperature -20 celsius, time 2 day. Product: Cl.C12ONC(C=C1)CC2 (2-oxa-3-aza-bicyclo[2.2.2]oct-5-ene hydrochloride). The yield is 74.1%. Reaction SMILES: [C:1]1(=[N:7][OH:8])[CH2:6][CH2:5][CH2:4][CH2:3][CH2:2]1.C(O[Cl:14])(C)(C)C.C1CCC=CC=1>C(Cl)Cl.C(O)C>[ClH:14].[CH:4]12[CH2:5][CH2:6][CH:1]([CH:2]=[CH:3]1)[NH:7][O:8]2 |f:5.6|. Procedure: To a solution of 30.0 g (0.265 mol) of cyclohexanone oxime in 300 ml of methylene chloride and 38 ml of ethanol was slowly added at 0° C. 34.5 g (0.318 mol) of tert.-butyl-hypochlorite. The resulting dark blue solution was cooled to −20° C. and then 31.9 g (0.398 mol) of 1,3-cyclohexadiene were added and the mixture was stored in a freezer at 5° C. for 2 days until the blue color had disappeared. The reaction mixture was concentrated to 50% of its volume and then 600 ml of diethyl ether were slo... The reactants are CCOc1ccc(C(C)(C)C#N)cc1C1=NC(c2ccc(Cl)cc2)C(c2ccc(Cl)cc2)N1C(=O)Cl, NC(=O)CN1CCNCC1. Yields the product CCOc1ccc(C(C)(C)C#N)cc1C1=NC(c2ccc(Cl)cc2)C(c2ccc(Cl)cc2)N1C(=O)N1CCN(CC(N)=O)CC1. RXN SMILES: [Cl:1][c:2]1[cH:3][cH:4][c:5]([CH:8]2[N:9]=[C:10]([c:23]3[c:24]([O:34][CH2:35][CH3:36])[cH:25][cH:26][c:27]([C:29]([CH3:30])([CH3:31])[C:32]#[N:33])[cH:28]3)[N:11]([C:20](=[O:21])[Cl:22])[CH:12]2[c:13]2[cH:14][cH:15][c:16]([Cl:19])[cH:17][cH:18]2)[cH:6][cH:7]1.[N:37]1([CH2:43][C:44](=[O:45])[NH2:46])[CH2:38][CH2:39][NH:40][CH2:41][CH2:42]1>>[Cl:1][c:2]1[cH:3][cH:4][c:5]([CH:8]2[N:9]=[C:10]([c:23]3[c:24]([O:34][CH2:35][CH3:36])[cH:25][cH:26][c:27]([C:29]([CH3:30])([CH3:31])[C:32]#[N:33])[cH:28]3)[N:11]([C:20](=[O:21])[N:40]3[CH2:39][CH2:38][N:37]([CH2:43][C:44](=[O:45])[NH2:46])[CH2:42][CH2:41]3)[CH:12]2[c:13]2[cH:14][cH:15][c:16]([Cl:19])[cH:17][cH:18]2)[cH:6][cH:7]1. Reactants: CCOC(=O)C1(CI)CCN(C(=O)c2ccc(F)cc2)C1, Oc1ccc(-c2ncc(Cl)cn2)cc1. Product: CCOC(=O)C1(COc2ccc(-c3ncc(Cl)cn3)cc2)CCN(C(=O)c2ccc(F)cc2)C1. Reaction SMILES: [CH2:15]([CH3:16])[O:17][C:18](=[O:19])[C:20]1([CH2:34][I:35])[CH2:21][N:22]([C:25]([c:26]2[cH:27][cH:28][c:29]([F:32])[cH:30][cH:31]2)=[O:33])[CH2:23][CH2:24]1.[Cl:1][c:2]1[cH:3][n:4][c:5](-[c:8]2[cH:9][cH:10][c:11]([OH:14])[cH:12][cH:13]2)[n:6][cH:7]1>>[Cl:1][c:2]1[cH:3][n:4][c:5](-[c:8]2[cH:9][cH:10][c:11]([O:14][CH2:34][C:20]3([C:18]([O:17][CH2:15][CH3:16])=[O:19])[CH2:21][N:22]([C:25]([c:26]4[cH:27][cH:28][c:29]([F:32])[cH:30][cH:31]4)=[O:33])[CH2:23][CH2:24]3)[cH:12][cH:13]2)[n:6][cH:7]1. Starting materials: [OH-].[Na+] (sodium hydroxide), [OH-].[Na+] (sodium hydroxide), C1=C(C=CC2=CC=CC=C12)S(=O)(=O)Cl (2-naphthalenesulphonyl chloride), NC(CC(=O)O)C1=CC=CC=C1 (3-amino-3-phenylpropionic acid). Solvent: O1CCOCC1 (dioxane), O (water), Cl (HCl). Reaction conditions: time 2 hour. Product: C1=C(C=CC2=CC=CC=C12)S(=O)(=O)NC(CC(=O)O)C1=CC=CC=C1 (3-(Naphth-2-ylsulphonamido)-3-phenylpropionic acid). Yield: 83.5%. As a reaction SMILES: [NH2:1][CH:2]([C:7]1[CH:12]=[CH:11][CH:10]=[CH:9][CH:8]=1)[CH2:3][C:4]([OH:6])=[O:5].[OH-].[Na+].[CH:15]1[C:24]2[C:19](=[CH:20][CH:21]=[CH:22][CH:23]=2)[CH:18]=[CH:17][C:16]=1[S:25](Cl)(=[O:27])=[O:26]>O1CCOCC1.O.Cl>[CH:15]1[C:24]2[C:19](=[CH:20][CH:21]=[CH:22][CH:23]=2)[CH:18]=[CH:17][C:16]=1[S:25]([NH:1][CH:2]([C:7]1[CH:12]=[CH:11][CH:10]=[CH:9][CH:8]=1)[CH2:3][C:4]([OH:6])=[O:5])(=[O:26])=[O:27] |f:1.2|. Procedure details: 4.13 g of 3-amino-3-phenylpropionic acid are dissolved in 100 ml of dioxane and 25 ml of 1N sodium hydroxide and 5.6 g of 2-naphthalenesulphonyl chloride are added portionwise, while maintaining the pH at 10.5-11 by addition of 1N sodium hydroxide. After stirring for 2 hours at RT, the mixture is diluted with 400 ml of water and 2N HCl is added in order to obtain pH=2. This mixture is extracted with EtOAc and the extracts are washed with a KHSO4/K2SO4 buffer, dried over Na2SO4 and evaporated to ... RXN SMILES: [CH3:1][c:2]1[c:3]([CH2:8][N:9]([CH2:10][CH2:11][CH2:12][NH2:13])[CH:14]([CH3:15])[c:16]2[n:17][cH:18][cH:19][cH:20][cH:21]2)[n:4][cH:5][cH:6][cH:7]1.[CH3:32][CH2:33][N:34]=[C:35]=[N:36][CH2:37][CH2:38][CH2:39][N:40]([CH3:41])[CH3:42].[CH:53]([N:54]([CH2:55][CH3:56])[CH:57]([CH3:58])[CH3:59])([CH3:60])[CH3:61].[O:62]=[CH:63][N:64]([CH3:65])[CH3:66].[OH:22][c:23]1[n:24][cH:25][c:26]([C:27](=[O:28])[OH:29])[cH:30][cH:31]1.[OH:43][n:44]1[c:45]2[c:46]([cH:47][cH:48][cH:49][cH:50]2)[n:51][n:52]1>>[CH3:1][c:2]1[c:3]([CH2:8][N:9]([CH2:10][CH2:11][CH2:12][NH:13][C:27]([c:26]2[cH:25][n:24][c:23]([OH:22])[cH:31][cH:30]2)=[O:28])[CH:14]([CH3:15])[c:16]2[n:17][cH:18][cH:19][cH:20][cH:21]2)[n:4][cH:5][cH:6][cH:7]1. Starting materials: Cc1cccnc1CN(CCCN)C(C)c1ccccn1, CCN=C=NCCCN(C)C, CCN(C(C)C)C(C)C, CN(C)C=O, O=C(O)c1ccc(O)nc1, On1nnc2ccccc21. Product: Cc1cccnc1CN(CCCNC(=O)c1ccc(O)nc1)C(C)c1ccccn1. Starting materials: CO, COC(=O)C1C(CC(Cl)(Cl)Cl)C1(C)C, [Na]. Yields the product COC(=O)C1C(C=C(Cl)Cl)C1(C)C. Reaction SMILES: [CH3:16][OH:17].[CH3:2][C:3]1([CH3:15])[CH:4]([C:11](=[O:12])[O:13][CH3:14])[CH:5]1[CH2:6][C:7]([Cl:8])([Cl:9])[Cl:10].[Na:1]>>[CH3:2][C:3]1([CH3:15])[CH:4]([C:11](=[O:12])[O:13][CH3:14])[CH:5]1[CH:6]=[C:7]([Cl:8])[Cl:9]. Reactants: [Cl-].[NH4+] (ammonium chloride), OC=1C=C(C=C(C1)O[C@H](COC)C)C=1N(C(=CC1)C=1SC=CN1)C(=O)OC(C)(C)C (t-Butyl 2-{3-hydroxy-5-[(1S)-2-methoxy-1-methylethoxy]phenyl}-5-(1,3-thiazol-2-yl)-1H-pyrrole-1-carboxylate), N1(CCC1)C(=O)C=1C=C(C(=NC1)Cl)Cl (5-(Azetidin-1-ylcarbonyl)-2,3-dichloropyridine), [H-].[Na+] (sodium hydride). Run in CS(=O)C (dimethyl sulfoxide). Conditions: time 3.5 hour. The product is N1(CCC1)C(=O)C=1C=C(C(=NC1)OC1=CC(=CC(=C1)C=1NC(=CC1)C=1SC=CN1)O[C@H](COC)C)Cl (5-(Azetidin-1-ylcarbonyl)-3-chloro-2-{3-[(1S)-2-methoxy-1-methylethoxy]-5-[5-(1,3-thiazol-2-yl)-1H-pyrrol-2-yl]phenoxyl}pyridine). The yield is 67.8%. Reaction SMILES: [OH:1][C:2]1[CH:3]=[C:4]([C:14]2[N:15](C(OC(C)(C)C)=O)[C:16]([C:19]3[S:20][CH:21]=[CH:22][N:23]=3)=[CH:17][CH:18]=2)[CH:5]=[C:6]([O:8][C@@H:9]([CH3:13])[CH2:10][O:11][CH3:12])[CH:7]=1.[N:31]1([C:35]([C:37]2[CH:38]=[C:39]([Cl:44])[C:40](Cl)=[N:41][CH:42]=2)=[O:36])[CH2:34][CH2:33][CH2:32]1.[H-].[Na+].[Cl-].[NH4+]>CS(C)=O>[N:31]1([C:35]([C:37]2[CH:38]=[C:39]([Cl:44])[C:40]([O:1][C:2]3[CH:3]=[C:4]([C:14]4[NH:15][C:16]([C:19]5[S:20][CH:21]=[CH:22][N:23]=5)=[CH:17][CH:18]=4)[CH:5]=[C:6]([O:8][C@@H:9]([CH3:13])[CH2:10][O:11][CH3:12])[CH:7]=3)=[N:41][CH:42]=2)=[O:36])[CH2:34][CH2:33][CH2:32]1 |f:2.3,4.5|. Procedure: t-Butyl 2-{3-hydroxy-5-[(1S)-2-methoxy-1-methylethoxy]phenyl}-5-(1,3-thiazol-2-yl)-1H-pyrrole-1-carboxylate (70 mg, 0.163 mmol) synthesized in Example (38d) and 5-(azetidin-1-ylcarbonyl)-2,3-dichloropyridine (75 mg, 0.325 mmol) synthesized in Example (60a) were dissolved in dimethyl sulfoxide (5.0 mL), and sodium hydride (60%, 30 mg, 0.75 mmol) was added, and stirring was carried out at 100° C. for 3.5 hours under nitrogen atmosphere. The reaction solution was cooled to room temperature, a satur...